From a dataset of the Open Reaction Database (ORD), a public repository of structured organic reaction records. describe an organic reaction: reactants, conditions, products, and yield The reactants are [Br-], CC[Mg+], C1CCOC1, CCOCC, [Cl-], Sc1ccc2cc(Cl)ccc2c1, [NH4+], COC(=O)C1CO1. Yields the product COC(=O)C(O)CSc1ccc2cc(Cl)ccc2c1. Reaction SMILES: [Br-:1].[CH2:2]([Mg+:3])[CH3:4].[CH2:31]1[O:32][CH2:33][CH2:34][CH2:35]1.[CH3:26][CH2:27][O:28][CH2:29][CH3:30].[Cl-:24].[Cl:5][c:6]1[cH:7][c:8]2[cH:9][cH:10][c:11]([SH:16])[cH:12][c:13]2[cH:14][cH:15]1.[NH4+:25].[O:17]1[CH:18]([C:20](=[O:21])[O:22][CH3:23])[CH2:19]1>>[Cl:5][c:6]1[cH:7][c:8]2[cH:9][cH:10][c:11]([S:16][CH2:19][CH:18]([OH:17])[C:20](=[O:21])[O:22][CH3:23])[cH:12][c:13]2[cH:14][cH:15]1.